Dataset: the Open Reaction Database (ORD), a public repository of structured organic reaction records. Task: describe an organic reaction: reactants, conditions, products, and yield As a reaction SMILES: [Br:1][C:2]1[CH:7]=[CH:6][C:5]([C:8]2[CH:13]=[CH:12][C:11]([Br:14])=[CH:10][C:9]=2[N+:15]([O-])=O)=[C:4]([N+:18]([O-])=O)[CH:3]=1.CCO.[OH-].[Na+]>Cl>[Br:1][C:2]1[CH:7]=[CH:6][C:5]([C:8]2[CH:13]=[CH:12][C:11]([Br:14])=[CH:10][C:9]=2[NH2:15])=[C:4]([NH2:18])[CH:3]=1 |f:2.3|. Starting materials: BrC1=CC(=C(C=C1)C1=C(C=C(C=C1)Br)[N+](=O)[O-])[N+](=O)[O-] (4,4′-dibromo-2,2′-dinitrobiphenyl), CCO (EtOH), Sn, [OH-].[Na+] (NaOH). Yield: 67.5%. The solvent is Cl (HCl). Procedure details: 4,4′-dibromo-2,2′-dinitrobiphenyl (6.1 g, 15.17 mmol) was stirred in HCl 30 ml/EtOH 75 ml, Sn powder (7.2 g, 60.68 mmol) was added thereto, and then the reaction mixture was refluxed for 24 hours. Next, the reaction mixture was cooled to room temperature, neutralized with 10% NaOH solution, and then recrystallized in ethanol to obtain 4,4′-dibromo-2,2′-diaminobiphenyl (3.5 g, 67%). MS [M+H] 341. The product is BrC1=CC(=C(C=C1)C1=C(C=C(C=C1)Br)N)N (4,4′-dibromo-2,2′-diaminobiphenyl). Starting materials: [N+](=O)([O-])C1=CC=C(C=C1)C1=NN(C(CC2=C1C=C1C(=C2)OCO1)C)C(C)=O ((+)-1-(4-Nitrophenyl)-3-acetyl-4-methyl-7,8-methylenedioxy-3,4-dihydro-5H-2,3-benzodiazepine). Run in CO (MeOH). Yields the product NC1=CC=C(C=C1)C1=NN(C(CC2=C1C=C1C(=C2)OCO1)C)C(C)=O ((-)-1-(4-Aminophenyl)-3-acetyl-4-methyl-7,8-methylenedioxy-3,4-dihydro-5H-2,3-benzodiazepine). As a reaction SMILES: [N+:1]([C:4]1[CH:9]=[CH:8][C:7]([C:10]2[C:16]3[CH:17]=[C:18]4[O:23][CH2:22][O:21][C:19]4=[CH:20][C:15]=3[CH2:14][CH:13]([CH3:24])[N:12]([C:25](=[O:27])[CH3:26])[N:11]=2)=[CH:6][CH:5]=1)([O-])=O>CO>[NH2:1][C:4]1[CH:9]=[CH:8][C:7]([C:10]2[C:16]3[CH:17]=[C:18]4[O:23][CH2:22][O:21][C:19]4=[CH:20][C:15]=3[CH2:14][CH:13]([CH3:24])[N:12]([C:25](=[O:27])[CH3:26])[N:11]=2)=[CH:6][CH:5]=1. Reported procedure: The title compound was prepared from the compound of Example 126 using the process described in Example 128. Melting point 169°-172° C. [α]D =-321.34° (c=1, MeOH) Enantiomeric purity: >99% The reactants are ClC=1C=C(C=CC1)C#CC=1N=C(NC1)C (4-(3-chloro-phenylethynyl)-2-methyl-1H-imidazole), Cl.ClCC=1C=CC(=NC1)C (5-chloromethyl-2-methyl-pyridine hydrochloride). The product is ClC=1C=C(C=CC1)C#CC=1N=C(N(C1)CC=1C=CC(=NC1)C)C (5-[4-(3-Chloro-phenylethynyl)-2-methyl-imidazol-1-ylmethyl]-2-methyl-pyridine). As a reaction SMILES: [Cl:1][C:2]1[CH:3]=[C:4]([C:8]#[C:9][C:10]2[N:11]=[C:12]([CH3:15])[NH:13][CH:14]=2)[CH:5]=[CH:6][CH:7]=1.Cl.Cl[CH2:18][C:19]1[CH:20]=[CH:21][C:22]([CH3:25])=[N:23][CH:24]=1>>[Cl:1][C:2]1[CH:3]=[C:4]([C:8]#[C:9][C:10]2[N:11]=[C:12]([CH3:15])[N:13]([CH2:18][C:19]3[CH:20]=[CH:21][C:22]([CH3:25])=[N:23][CH:24]=3)[CH:14]=2)[CH:5]=[CH:6][CH:7]=1 |f:1.2|. Reported procedure: The title compound, MS: m/e=322.5 (M+H30), was prepared in accordance with the general method of example 1 from 4-(3-chloro-phenylethynyl)-2-methyl-1H-imidazole and 5-chloromethyl-2-methyl-pyridine hydrochloride. Starting materials: ClC1=C(C(=CC(=C1)C(F)(F)F)Cl)N1NC(=CC1=O)C(=O)OC (1-(2,6-dichloro-4-trifluoromethylphenyl)-3-(methoxycarbonyl)-pyrazol-5-one), ClCCl (dichloromethane), N1=CC=CC=C1 (pyridine), FC(SCl)(F)F (trifluoromethanesulfenyl chloride). Solvent: C(C)(=O)OCC (ethyl acetate). Reaction conditions: time 8 hour. The product is ClC1=C(C(=CC(=C1)C(F)(F)F)Cl)N1N=C(C(=C1O)SC(F)(F)F)C(=O)OC (1-(2,6-dichloro-4-trifluoromethylphenyl)-3-methoxycarbonyl-4-trifluoromethylsulfenyl-5-hydroxypyrazole). The yield is 102.0%. As a reaction SMILES: [Cl:1][C:2]1[CH:7]=[C:6]([C:8]([F:11])([F:10])[F:9])[CH:5]=[C:4]([Cl:12])[C:3]=1[N:13]1[C:17](=[O:18])[CH:16]=[C:15]([C:19]([O:21][CH3:22])=[O:20])[NH:14]1.ClCCl.N1C=CC=CC=1.[F:32][C:33]([F:37])([F:36])[S:34]Cl>C(OCC)(=O)C>[Cl:1][C:2]1[CH:7]=[C:6]([C:8]([F:11])([F:10])[F:9])[CH:5]=[C:4]([Cl:12])[C:3]=1[N:13]1[C:17]([OH:18])=[C:16]([S:34][C:33]([F:37])([F:36])[F:32])[C:15]([C:19]([O:21][CH3:22])=[O:20])=[N:14]1. Procedure details: To a solution of 10 g (0.028 mole) of 1-(2,6-dichloro-4-trifluoromethylphenyl)-3-(methoxycarbonyl)-pyrazol-5-one in 150 ml of dichloromethane containing 2.45 g (0.03 mole) of pyridine, cooled to -10° to 0° C., was added 3.75 ml (0.04 mole) of trifluoromethanesulfenyl chloride. The reaction mixture was allowed to stir overnight, then diluted with ethyl acetate and washed with water. The organic layer was dried and concentrated to afford 13.0 g of a tan colored solid. Recrystallization from hexane... Reactants: C(#C)C1=CC(=C(C=C1)NC1=C(C(=O)NOCCO)C=C(C(=C1F)F)/C=N/OCCO)F ((E)-2-(4-ethynyl-2-fluoro-phenylamino)-3,4-difluoro-N-(2-hydroxy-ethoxy)-5-[(2-hydroxy-ethoxyimino)-methyl]-benzamide), FC=1C(=C(C(=O)NOCCO)C=C(C1F)C=NOCCC(NC)=O)NC1=C(C=C(C=C1)I)F (3,4-difluoro-2-(2-fluoro-4-iodo-phenylamino)-N-(2-hydroxy-ethoxy)-5-[(2-methylcarbamoyl-ethoxyimino)-methyl]-benzamide), FC=1C(=C(C(=O)NOCCO)C=C(C1F)C=NOCCC(NC)=O)NC1=C(C=C(C=C1)I)F (3,4-difluoro-2-(2-fluoro-4-iodo-phenylamino)-N-(2-hydroxy-ethoxy)-5-[(2-methylcarbamoyl-ethoxyimino)-methyl]-benzamide), C(#C)C1=CC(=C(C=C1)NC1=C(C(=O)NOCCO)C=C(C(=C1F)F)C=NOCCO)F (2-(4-ethynyl-2-fluoro-phenylamino)-3,4-difluoro-N-(2-hydroxy-ethoxy)-5-[(2-hydroxy-ethoxyimino)-methyl]-benzamide). The product is C(#C)C1=CC(=C(C=C1)NC1=C(C(=O)NOCCO)C=C(C(=C1F)F)/C=N/OCCC(NC)=O)F ((E)-2-(4-ethynyl-2-fluoro-phenylamino)-3,4-difluoro-N-(2-hydroxy-ethoxy)-5-[(2-methylcarbamoyl-ethoxyimino)-methyl]-benzamide). RXN SMILES: [F:1][C:2]1[C:3]([NH:25][C:26]2[CH:31]=[CH:30][C:29](I)=[CH:28][C:27]=2[F:33])=[C:4]([CH:12]=[C:13]([CH:16]=[N:17][O:18][CH2:19][CH2:20][C:21](=[O:24])[NH:22][CH3:23])[C:14]=1[F:15])[C:5]([NH:7][O:8][CH2:9][CH2:10][OH:11])=[O:6].[C:34](C1C=CC(NC2C(F)=C(F)C(C=NOCCO)=CC=2C(NOCCO)=O)=C(F)C=1)#[CH:35].C(C1C=CC(NC2C(F)=C(F)C(/C=N/OCCO)=CC=2C(NOCCO)=O)=C(F)C=1)#C>>[C:34]([C:29]1[CH:30]=[CH:31][C:26]([NH:25][C:3]2[C:2]([F:1])=[C:14]([F:15])[C:13](/[CH:16]=[N:17]/[O:18][CH2:19][CH2:20][C:21](=[O:24])[NH:22][CH3:23])=[CH:12][C:4]=2[C:5]([NH:7][O:8][CH2:9][CH2:10][OH:11])=[O:6])=[C:27]([F:33])[CH:28]=1)#[CH:35]. Procedure details: This compound was synthesized from 3,4-difluoro-2-(2-fluoro-4-iodo-phenylamino)-N-(2-hydroxy-ethoxy)-5-[(2-methylcarbamoyl-ethoxyimino)-methyl]-benzamide (Example 14, Compound 14), and the actual reaction was carried out according to the method for manufacturing 2-(4-ethynyl-2-fluoro-phenylamino)-3,4-difluoro-N-(2-hydroxy-ethoxy)-5-[(2-hydroxy-ethoxyimino)-methyl]-benzamide (Example 2, Compound 2). Reactants: C(CC1=CC=CC=C1)N (phenethylamine), ClC=1C2=C(N=C(N1)C=1C=NC=CC1)SC(=C2)C(F)(F)F (4-chloro-2-(pyridin-3-yl)-6-trifluoromethyl-thieno-[2,3-d]-pyrimidine). Yields the product N1=CC(=CC=C1)C=1N=C(C2=C(N1)SC(=C2)C(F)(F)F)NCCC2=CC=CC=C2 (2-(pyridin-3-yl)-4-phenethylamino-6-trifluoromethyl-thieno-[2,3-d]-pyrimidine). As a reaction SMILES: [CH2:1]([NH2:9])[CH2:2][C:3]1[CH:8]=[CH:7][CH:6]=[CH:5][CH:4]=1.Cl[C:11]1[C:12]2[CH:25]=[C:24]([C:26]([F:29])([F:28])[F:27])[S:23][C:13]=2[N:14]=[C:15]([C:17]2[CH:18]=[N:19][CH:20]=[CH:21][CH:22]=2)[N:16]=1>>[N:19]1[CH:20]=[CH:21][CH:22]=[C:17]([C:15]2[N:16]=[C:11]([NH:9][CH2:1][CH2:2][C:3]3[CH:8]=[CH:7][CH:6]=[CH:5][CH:4]=3)[C:12]3[CH:25]=[C:24]([C:26]([F:29])([F:27])[F:28])[S:23][C:13]=3[N:14]=2)[CH:18]=1. Reported procedure: With the procedure of Example 1, the reaction of phenethylamine with 4-chloro-2-(pyridin-3-yl)-6-trifluoromethyl-thieno-[2,3-d]-pyrimidine yields 2-(pyridin-3-yl)-4-phenethylamino-6-trifluoromethyl-thieno-[2,3-d]-pyrimidine. The reactants are C(C)(C)(C)OC(=O)C1=C(C=CC=C1)N1CN(C2(C1=O)CCN(CC2)C(=O)OCC2=CC=CC=C2)C2=CC=CC=C2 (benzyl 3-(2-(tert-butoxycarbonyl)phenyl)-4-oxo-1-phenyl-1,3,8-triazaspiro[4.5]decane-8-carboxylate). Reagents/catalysts: [Pd] (palladium on carbon). Run in C(C)(=O)OCC (ethyl acetate), C(C)O (ethanol). Reaction conditions: time 16 hour. Yields the product O=C1N(CN(C12CCNCC2)C2=CC=CC=C2)C2=C(C(=O)OC(C)(C)C)C=CC=C2 (tert-butyl 2-(4-oxo-1-phenyl-1,3,8-triazaspiro[4.5]decan-3-yl)benzoate). Yield: 102.7%. RXN SMILES: [C:1]([O:5][C:6]([C:8]1[CH:13]=[CH:12][CH:11]=[CH:10][C:9]=1[N:14]1[C:18](=[O:19])[C:17]2([CH2:24][CH2:23][N:22](C(OCC3C=CC=CC=3)=O)[CH2:21][CH2:20]2)[N:16]([C:35]2[CH:40]=[CH:39][CH:38]=[CH:37][CH:36]=2)[CH2:15]1)=[O:7])([CH3:4])([CH3:3])[CH3:2]>C(OCC)(=O)C.C(O)C.[Pd]>[O:19]=[C:18]1[C:17]2([CH2:20][CH2:21][NH:22][CH2:23][CH2:24]2)[N:16]([C:35]2[CH:36]=[CH:37][CH:38]=[CH:39][CH:40]=2)[CH2:15][N:14]1[C:9]1[CH:10]=[CH:11][CH:12]=[CH:13][C:8]=1[C:6]([O:5][C:1]([CH3:2])([CH3:3])[CH3:4])=[O:7]. Procedure details: A solution of benzyl 3-(2-(tert-butoxycarbonyl)phenyl)-4-oxo-1-phenyl-1,3,8-triazaspiro[4.5]decane-8-carboxylate (1.86 g, 3.44 mmol, 1 equiv) in a mixture of ethyl acetate and ethanol was charged with 10% palladium on carbon (360 mg, 20%/wt) and the resulting mixture was hydrogenated at atmospheric pressure for 16 h. The reaction was filtered over Celite and the filtrate was concentrated and dried in vacuo to afford the title compound as a white foam (1.44 g, 96.4%); 1H NMR (400 MHz, DMSO-d6): δ... The reactants are Cn1c(-c2ncc(Br)cn2)c(C2CCCC2)c2ccc(C(=O)O)cc21, CCNCC, C1CCOC1, CCN(C(C)C)C(C)C, CCCCOC(=O)C=Cc1ccc2nc(C3(N)CCC3)n(C)c2c1, O=S(Cl)Cl. Yields the product CCCCOC(=O)C=Cc1ccc2nc(C3(NC(=O)c4ccc5c(C6CCCC6)c(-c6ncc(Br)cn6)n(C)c5c4)CCC3)n(C)c2c1. As a reaction SMILES: [Br:1][c:2]1[cH:3][n:4][c:5](-[c:8]2[n:9]([CH3:25])[c:10]3[cH:11][c:12]([C:22](=[O:23])[OH:24])[cH:13][cH:14][c:15]3[c:16]2[CH:17]2[CH2:18][CH2:19][CH2:20][CH2:21]2)[n:6][cH:7]1.[CH2:30]([NH:31][CH2:32][CH3:33])[CH3:34].[CH2:68]1[O:69][CH2:70][CH2:71][CH2:72]1.[CH:35]([N:36]([CH2:37][CH3:38])[CH:39]([CH3:40])[CH3:41])([CH3:42])[CH3:43].[NH2:44][C:45]1([c:49]2[n:50][c:51]3[c:52]([n:53]2[CH3:54])[cH:55][c:56]([CH:59]=[CH:60][C:61](=[O:62])[O:63][CH2:64][CH2:65][CH2:66][CH3:67])[cH:57][cH:58]3)[CH2:46][CH2:47][CH2:48]1.[S:26]([Cl:27])([Cl:28])=[O:29]>>[Br:1][c:2]1[cH:3][n:4][c:5](-[c:8]2[n:9]([CH3:25])[c:10]3[cH:11][c:12]([C:22](=[O:23])[NH:44][C:45]4([c:49]5[n:50][c:51]6[c:52]([n:53]5[CH3:54])[cH:55][c:56]([CH:59]=[CH:60][C:61](=[O:62])[O:63][CH2:64][CH2:65][CH2:66][CH3:67])[cH:57][cH:58]6)[CH2:46][CH2:47][CH2:48]4)[cH:13][cH:14][c:15]3[c:16]2[CH:17]2[CH2:18][CH2:19][CH2:20][CH2:21]2)[n:6][cH:7]1. Reactants: [Al+3], O=C([O-])C(O)C(O)C(=O)[O-], CS(=O)(=O)Nc1ccc(CC(=O)N2CCCCCC2)cc1, [H-], [H-], [H-], [H-], [K+], [Li+], [Na+], C1CCOC1, O. The product is CS(=O)(=O)Nc1ccc(CCN2CCCCCC2)cc1. RXN SMILES: [Al+3:23].[C:28]([CH:29]([CH:30]([C:31]([O-:32])=[O:33])[OH:34])[OH:35])([O-:36])=[O:37].[CH3:1][S:2](=[O:3])(=[O:4])[NH:5][c:6]1[cH:7][cH:8][c:9]([CH2:12][C:13](=[O:14])[N:15]2[CH2:16][CH2:17][CH2:18][CH2:19][CH2:20][CH2:21]2)[cH:10][cH:11]1.[H-:22].[H-:25].[H-:26].[H-:27].[K+:38].[Li+:24].[Na+:39].[O:41]1[CH2:42][CH2:43][CH2:44][CH2:45]1.[OH2:40]>>[CH3:1][S:2](=[O:3])(=[O:4])[NH:5][c:6]1[cH:7][cH:8][c:9]([CH2:12][CH2:13][N:15]2[CH2:16][CH2:17][CH2:18][CH2:19][CH2:20][CH2:21]2)[cH:10][cH:11]1.